Dataset: the Open Reaction Database (ORD), a public repository of structured organic reaction records. Task: describe an organic reaction: reactants, conditions, products, and yield The reactants are Cl, CN(C(=O)N(C)C1CNCC1c1ccc(F)cc1)c1cc(C(F)(F)F)cc(C(F)(F)F)c1, O=C(O)C1CCN(C(=O)CO)CC1. Product: CN(C(=O)N(C)C1CN(C(=O)C2CCN(C(=O)CO)CC2)CC1c1ccc(F)cc1)c1cc(C(F)(F)F)cc(C(F)(F)F)c1. As a reaction SMILES: [ClH:1].[F:2][C:3]([c:4]1[cH:5][c:6]([N:14]([C:15](=[O:16])[N:17]([CH3:18])[CH:19]2[CH2:20][NH:21][CH2:22][CH:23]2[c:24]2[cH:25][cH:26][c:27]([F:30])[cH:28][cH:29]2)[CH3:31])[cH:7][c:8]([C:10]([F:11])([F:12])[F:13])[cH:9]1)([F:32])[F:33].[OH:34][CH2:35][C:36](=[O:37])[N:38]1[CH2:39][CH2:40][CH:41]([C:44](=[O:45])[OH:46])[CH2:42][CH2:43]1>>[F:2][C:3]([c:4]1[cH:5][c:6]([N:14]([C:15](=[O:16])[N:17]([CH3:18])[CH:19]2[CH2:20][N:21]([C:44]([CH:41]3[CH2:40][CH2:39][N:38]([C:36]([CH2:35][OH:34])=[O:37])[CH2:43][CH2:42]3)=[O:45])[CH2:22][CH:23]2[c:24]2[cH:25][cH:26][c:27]([F:30])[cH:28][cH:29]2)[CH3:31])[cH:7][c:8]([C:10]([F:11])([F:12])[F:13])[cH:9]1)([F:32])[F:33]. Starting materials: C(C)(C)(C)OC(=O)NC(=NC1=CC(=CC=C1)C1=NC=CC=C1C(=O)OC)NC(=O)OC(C)(C)C (N,N′-bis(tert-butoxycarbonyl)-N″-(3-(3-methoxycarbonylpyridin-2-yl)phenyl)guanidine), [OH-].[Na+] (sodium hydroxide), Cl (hydrochloric acid). Solvent: O (water), CO (methanol). Conditions: time 2 hour. Yields the product C(C)(C)(C)OC(=O)NC(=NC1=CC(=CC=C1)C1=NC=CC=C1C(=O)O)NC(=O)OC(C)(C)C (N,N′-bis(tert-butoxycarbonyl)-N″-(3-(3-carboxypyridin-2-yl)phenyl)guanidine). Yield: 84.1%. RXN SMILES: [C:1]([O:5][C:6]([NH:8][C:9]([NH:27][C:28]([O:30][C:31]([CH3:34])([CH3:33])[CH3:32])=[O:29])=[N:10][C:11]1[CH:16]=[CH:15][CH:14]=[C:13]([C:17]2[C:22]([C:23]([O:25]C)=[O:24])=[CH:21][CH:20]=[CH:19][N:18]=2)[CH:12]=1)=[O:7])([CH3:4])([CH3:3])[CH3:2].[OH-].[Na+].Cl>CO.O>[C:31]([O:30][C:28]([NH:27][C:9]([NH:8][C:6]([O:5][C:1]([CH3:4])([CH3:3])[CH3:2])=[O:7])=[N:10][C:11]1[CH:16]=[CH:15][CH:14]=[C:13]([C:17]2[C:22]([C:23]([OH:25])=[O:24])=[CH:21][CH:20]=[CH:19][N:18]=2)[CH:12]=1)=[O:29])([CH3:34])([CH3:33])[CH3:32] |f:1.2|. Reported procedure: To a solution of N,N′-bis(tert-butoxycarbonyl)-N″-(3-(3-methoxycarbonylpyridin-2-yl)phenyl)guanidine (282 mg) in methanol (3 ml) was added an aqueous sodium hydroxide solution (1N, 1.2 ml), and the mixture was stirred for 2 hours. The pH of the reaction mixture was adjusted to 5 with 1N hydrochloric acid. The mixture was diluted with water and extracted with ethyl acetate. The separated organic layer was washed with brine, dried over magnesium sulfate and evaporated under reduced pressure. The r... Procedure details: A mixture of 4-[(2R)-2-hydroxy-2-(4-methyl-1-oxo-1,3-dihydro-2-benzofuran-5-yl)ethyl]piperazin-2-one [I-10] (30 mg, 0.10 mmol), 2-chloro-1,3-benzothiazole-6-carbonitrile (20 mg, 0.10 mmol), Pd2(dba)3 (19 mg, 0.021 mmol), Xantphos (24 mg, 0.041 mmol), and Cs2CO3 (50 mg, 0.16 mmol) in dioxane (2 mL) was sealed in a microwave tube and purged three times with nitrogen. It was heated to 120° C. for 10 minutes in a microwave reactor. LC showed formation of the title product, which was purified by sili... The reactants are O[C@@H](CN1CC(NCC1)=O)C1=C(C2=C(C(OC2)=O)C=C1)C (4-[(2R)-2-hydroxy-2-(4-methyl-1-oxo-1,3-dihydro-2-benzofuran-5-yl)ethyl]piperazin-2-one), ClC=1SC2=C(N1)C=CC(=C2)C#N (2-chloro-1,3-benzothiazole-6-carbonitrile), CC1(C2=C(C(=CC=C2)P(C3=CC=CC=C3)C4=CC=CC=C4)OC5=C(C=CC=C51)P(C6=CC=CC=C6)C7=CC=CC=C7)C (Xantphos), C(=O)([O-])[O-].[Cs+].[Cs+] (Cs2CO3). The product is O[C@@H](CN1CC(N(CC1)C=1SC2=C(N1)C=CC(=C2)C#N)=O)C2=C(C1=C(C(OC1)=O)C=C2)C (2-{4-[(2R)-2-Hydroxy-2-(4-methyl-1-oxo-1,3-dihydro-2-benzofuran-5-yl)ethyl]-2-oxopiperazin-1-yl}-1,3-benzothiazole-6-carbonitrile). Reaction SMILES: [OH:1][C@H:2]([C:11]1[CH:20]=[CH:19][C:14]2[C:15](=[O:18])[O:16][CH2:17][C:13]=2[C:12]=1[CH3:21])[CH2:3][N:4]1[CH2:9][CH2:8][NH:7][C:6](=[O:10])[CH2:5]1.Cl[C:23]1[S:24][C:25]2[CH:31]=[C:30]([C:32]#[N:33])[CH:29]=[CH:28][C:26]=2[N:27]=1.CC1(C)C2C(=C(P(C3C=CC=CC=3)C3C=CC=CC=3)C=CC=2)OC2C(P(C3C=CC=CC=3)C3C=CC=CC=3)=CC=CC1=2.C([O-])([O-])=O.[Cs+].[Cs+]>O1CCOCC1.C1C=CC(/C=C/C(/C=C/C2C=CC=CC=2)=O)=CC=1.C1C=CC(/C=C/C(/C=C/C2C=CC=CC=2)=O)=CC=1.C1C=CC(/C=C/C(/C=C/C2C=CC=CC=2)=O)=CC=1.[Pd].[Pd]>[OH:1][C@H:2]([C:11]1[CH:20]=[CH:19][C:14]2[C:15](=[O:18])[O:16][CH2:17][C:13]=2[C:12]=1[CH3:21])[CH2:3][N:4]1[CH2:9][CH2:8][N:7]([C:23]2[S:24][C:25]3[CH:31]=[C:30]([C:32]#[N:33])[CH:29]=[CH:28][C:26]=3[N:27]=2)[C:6](=[O:10])[CH2:5]1 |f:3.4.5,7.8.9.10.11|. Run at temperature 120 celsius. The reagents and catalysts are C=1C=CC(=CC1)/C=C/C(=O)/C=C/C2=CC=CC=C2.C=1C=CC(=CC1)/C=C/C(=O)/C=C/C2=CC=CC=C2.C=1C=CC(=CC1)/C=C/C(=O)/C=C/C2=CC=CC=C2.[Pd].[Pd] (Pd2(dba)3). Solvent: O1CCOCC1 (dioxane). The reactants are [N+](=O)([O-])C=1C=C(C=C(C(=O)O)C1)C(=O)O (5-Nitroisophthalic acid), mono allyl ester, C(C=C)Br (allyl bromide). The product is C(C=C)OC(=O)C=1C=C(C(=O)O)C=C(C1)[N+](=O)[O-] (3-allyloxycarbonyl-5-nitrobenzoic acid). Reaction SMILES: [N+:1]([C:4]1[CH:5]=[C:6]([C:13]([OH:15])=[O:14])[CH:7]=[C:8]([CH:12]=1)[C:9]([OH:11])=[O:10])([O-:3])=[O:2].[CH2:16](Br)[CH:17]=[CH2:18]>>[CH2:18]([O:14][C:13]([C:6]1[CH:7]=[C:8]([CH:12]=[C:4]([N+:1]([O-:3])=[O:2])[CH:5]=1)[C:9]([OH:11])=[O:10])=[O:15])[CH:17]=[CH2:16]. Procedure details: 5-Nitroisophthalic acid (5 g) was converted to the mono allyl ester using one equivalent of allyl bromide (2 ml) using a similar method to that described in example 1. The required acid (2.7 g) was extracted from the organic phase with aqueous NaHCO3. The organic layer contained the di-allyl ester (2.7 g). The mono acid, 3-allyloxycarbonyl-5-nitrobenzoic acid, was obtained as a white solid. Nmr (CDCl3): 4.87 (d, 2H); 5.3-5.5 (q, 2H); 5.97-6.15 (m, 1H); 9.01 (t, 3H). Starting materials: C(C)OC(C1=CC(=C(C(=C1)OCC)N)OCC)=O (4-amino-3,5-diethoxy-benzoic acid ethyl ester), [OH-].[Na+] (NaOH), Cl (HCl), N(=O)[O-].[Na+] (sodium nitrite). Reagents/catalysts: [Cu]Cl (copper(I) chloride). The solvent is O (water). Reaction conditions: temperature 0 celsius, time 10 minute. The product is C(C)OC(C1=CC(=C(C(=C1)OCC)Cl)OCC)=O (4-Chloro-3,5-diethoxy-benzoic acid ethyl ester). Reaction SMILES: [CH2:1]([O:3][C:4](=[O:18])[C:5]1[CH:10]=[C:9]([O:11][CH2:12][CH3:13])[C:8](N)=[C:7]([O:15][CH2:16][CH3:17])[CH:6]=1)[CH3:2].[ClH:19].N([O-])=O.[Na+].[OH-].[Na+]>O.[Cu]Cl>[CH2:1]([O:3][C:4](=[O:18])[C:5]1[CH:10]=[C:9]([O:11][CH2:12][CH3:13])[C:8]([Cl:19])=[C:7]([O:15][CH2:16][CH3:17])[CH:6]=1)[CH3:2] |f:2.3,4.5|. Procedure: To a solution of 4-amino-3,5-diethoxy-benzoic acid ethyl ester (5.1 g, 20.13 mmol, 1.0 equiv; prepared as described in I. Kompis and A. Wick Helv. Chim. Acta 1977, 60, 3025-3034) in water (40 mL) and 37% HCl (40 mL) at 0° C. was added sodium nitrite (1.67 g, 24.16 mmol, 1.2 equiv). After 10 min, copper(I) chloride (12.0 g, 120.81 mmol, 6.0 equiv) was added, the reaction mixture stirred for an additional 5 h at 0° C. and then the ice bath removed. After stirring for 18 h, the crude reaction mixtu... Reactants: CC(=O)OC1CCC(C(=O)N2COc3ccc(C(F)(F)F)cc3C2)(C(C)C)C1, [Li+], [OH-], O, O. The product is CC(C)C1(C(=O)N2COc3ccc(C(F)(F)F)cc3C2)CCC(O)C1. As a reaction SMILES: [C:1](=[O:2])([CH3:3])[O:4][CH:5]1[CH2:6][C:7]([C:10](=[O:11])[N:12]2[CH2:13][O:14][c:15]3[c:16]([cH:18][c:19]([C:22]([F:23])([F:24])[F:25])[cH:20][cH:21]3)[CH2:17]2)([CH:26]([CH3:27])[CH3:28])[CH2:8][CH2:9]1.[Li+:30].[OH-:29].[OH2:31].[OH2:32]>>[OH:4][CH:5]1[CH2:6][C:7]([C:10](=[O:11])[N:12]2[CH2:13][O:14][c:15]3[c:16]([cH:18][c:19]([C:22]([F:23])([F:24])[F:25])[cH:20][cH:21]3)[CH2:17]2)([CH:26]([CH3:27])[CH3:28])[CH2:8][CH2:9]1. Starting materials: C([O-])(O)=O.[Na+] (sodium bicarbonate), N1=CN=CC2=C1NC=C2 (7H-pyrrolo[2,3-d]pyrimidine), C(C)(C)(C)OC(N(CC=1C=NC(=CC1)OC)C1=NC=C(C=C1)C=O)=O ((5-formyl-pyridin-2-yl)-(6-methoxy-pyridin-3-ylmethyl)-carbamic acid tert-butyl ester), [OH-].[K+] (potassium hydroxide). Solvent: CO (methanol), C(C)(=O)OCC (ethyl acetate). Conditions: time 36 hour. The product is C(C)(C)(C)OC(N(CC=1C=NC(=CC1)OC)C1=NC=C(C=C1)C(C1=CNC=2N=CN=CC21)O)=O ({5-[hydroxy-(7H-pyrrolo[2,3-d]pyrimidin-5-yl)-methyl]-pyridin-2-yl}-(6-methoxy-pyridin-3-ylmethyl)-carbamic acid tert-butyl ester). The yield is 21.7%. RXN SMILES: [N:1]1[C:6]2[NH:7][CH:8]=[CH:9][C:5]=2[CH:4]=[N:3][CH:2]=1.[C:10]([O:14][C:15](=[O:34])[N:16]([C:26]1[CH:31]=[CH:30][C:29]([CH:32]=[O:33])=[CH:28][N:27]=1)[CH2:17][C:18]1[CH:19]=[N:20][C:21]([O:24][CH3:25])=[CH:22][CH:23]=1)([CH3:13])([CH3:12])[CH3:11].[OH-].[K+].C(=O)(O)[O-].[Na+]>C(OCC)(=O)C.CO>[C:10]([O:14][C:15](=[O:34])[N:16]([C:26]1[CH:31]=[CH:30][C:29]([CH:32]([OH:33])[C:9]2[C:5]3[CH:4]=[N:3][CH:2]=[N:1][C:6]=3[NH:7][CH:8]=2)=[CH:28][N:27]=1)[CH2:17][C:18]1[CH:19]=[N:20][C:21]([O:24][CH3:25])=[CH:22][CH:23]=1)([CH3:13])([CH3:11])[CH3:12] |f:2.3,4.5|. Reported procedure: 7H-Pyrrolo[2,3-d]pyrimidine (6, 0.450 g, 3.78 mmol), (5-formyl-pyridin-2-yl)-(6-methoxy-pyridin-3-ylmethyl)-carbamic acid tert-butyl ester (71, 1.43 g, 4.16 mmol), potassium hydroxide (0.689 g, 12.3 mmol) and 6.6 mL methanol were combined in a reaction vessel. The reaction mixture was allowed to stir at room temperature for 36 hours, then concentrated under vacuum to provide a thick brown slurry, which was combined with ethyl acetate and aqueous saturated sodium bicarbonate. The organic layer wa... Reactants: O=C(O)CCCCCCCCCCCCCCCCCCC(=O)O, C(=NC1CCCCC1)=NC1CCCCC1, C1CCOC1, C1CCOC1, O=C1CCC(=O)N1O. The product is O=C(O)CCCCCCCCCCCCCCCCCCC(=O)ON1C(=O)CCC1=O. Reaction SMILES: [C:1]([CH2:2][CH2:3][CH2:4][CH2:5][CH2:6][CH2:7][CH2:8][CH2:9][CH2:10][CH2:11][CH2:12][CH2:13][CH2:14][CH2:15][CH2:16][CH2:17][CH2:18][CH2:19][C:20](=[O:21])[OH:22])(=[O:23])[OH:24].[CH:38]1([N:39]=[C:40]=[N:41][CH:42]2[CH2:43][CH2:44][CH2:45][CH2:46][CH2:47]2)[CH2:48][CH2:49][CH2:50][CH2:51][CH2:52]1.[O:25]1[CH2:26][CH2:27][CH2:28][CH2:29]1.[O:53]1[CH2:54][CH2:55][CH2:56][CH2:57]1.[OH:30][N:31]1[C:32](=[O:37])[CH2:33][CH2:34][C:35]1=[O:36]>>[C:1]([CH2:2][CH2:3][CH2:4][CH2:5][CH2:6][CH2:7][CH2:8][CH2:9][CH2:10][CH2:11][CH2:12][CH2:13][CH2:14][CH2:15][CH2:16][CH2:17][CH2:18][CH2:19][C:20](=[O:21])[OH:22])(=[O:23])[O:24][N:31]1[C:32](=[O:37])[CH2:33][CH2:34][C:35]1=[O:36].